From a dataset of the Open Reaction Database (ORD), a public repository of structured organic reaction records. describe an organic reaction: reactants, conditions, products, and yield Starting materials: C1(=CC=CC=C1)S(=O)(=O)Cl (Benzenesulfonyl chloride), CNCC(CC=C(C)C)(C1=CC=CC=C1)C (N-methyl-(2,5-dimethyl-2-phenylhex-4-en-1-yl)amine), C(C)(C)N(C(C)C)CC (N,N-diisopropylethylamine). The solvent is C1CCOC1 (THF), C(C)(=O)OCC (ethyl acetate). Reaction conditions: time 16 hour. Yields the product CN(S(=O)(=O)C1=CC=CC=C1)CC(CC=C(C)C)(C1=CC=CC=C1)C (N-Methyl-N-(2,5-dimethyl-2-phenylhex-4-en-1-yl)benzenesulfonamide). Yield: 86.4%. RXN SMILES: [C:1]1([S:7](Cl)(=[O:9])=[O:8])[CH:6]=[CH:5][CH:4]=[CH:3][CH:2]=1.[CH3:11][NH:12][CH2:13][C:14]([CH3:26])([C:20]1[CH:25]=[CH:24][CH:23]=[CH:22][CH:21]=1)[CH2:15][CH:16]=[C:17]([CH3:19])[CH3:18].C(N(CC)C(C)C)(C)C>C1COCC1.C(OCC)(=O)C>[CH3:11][N:12]([CH2:13][C:14]([CH3:26])([C:20]1[CH:21]=[CH:22][CH:23]=[CH:24][CH:25]=1)[CH2:15][CH:16]=[C:17]([CH3:19])[CH3:18])[S:7]([C:1]1[CH:6]=[CH:5][CH:4]=[CH:3][CH:2]=1)(=[O:9])=[O:8]. Procedure: Benzenesulfonyl chloride (0.280 mL, 388 mg, 2.19 mmol) was added dropwise over 5 min to a solution of N-methyl-(2,5-dimethyl-2-phenylhex-4-en-1-yl)amine (415 mg, 1.91 mmol) and N,N-diisopropylethylamine (0.520 mL, 386 mg, 2.99 mmol) in THF (5.0 mL) at RT. After 16 h, the reaction mixture was diluted with 30 mL of ethyl acetate and washed with 15 mL each of 2 N aqueous HCl, saturated aqueous sodium bicarbonate, and saturated aqueous sodium chloride. The organic layer was dried over sodium sulfate... The reactants are Nc1nc(Br)cnc1Br, COC(OC)N(C)C, CCO. The product is CN(C)C=Nc1nc(Br)cnc1Br. Reaction SMILES: [Br:1][c:2]1[c:3]([NH2:9])[n:4][c:5]([Br:8])[cH:6][n:7]1.[CH3:10][O:11][CH:12]([N:13]([CH3:14])[CH3:15])[O:16][CH3:17].[CH3:18][CH2:19][OH:20]>>[Br:1][c:2]1[c:3]([N:9]=[CH:12][N:13]([CH3:14])[CH3:15])[n:4][c:5]([Br:8])[cH:6][n:7]1. The reactants are BrC=1C(=NC(=CC1)COC)C#N (3-bromo-6-methoxymethyl-pyridine-2-carbonitrile), [OH-].[K+] (potassium hydroxide), CO (MeOH). Run in O (water). Product: BrC=1C(=NC(=CC1)COC)C(=O)O (3-Bromo-6-methoxymethyl-pyridine-2-carboxylic acid). As a reaction SMILES: [Br:1][C:2]1[C:3]([C:11]#N)=[N:4][C:5]([CH2:8][O:9][CH3:10])=[CH:6][CH:7]=1.[OH-:13].[K+].C[OH:16]>O>[Br:1][C:2]1[C:3]([C:11]([OH:16])=[O:13])=[N:4][C:5]([CH2:8][O:9][CH3:10])=[CH:6][CH:7]=1 |f:1.2|. Procedure details: To a solution of 3-bromo-6-methoxymethyl-pyridine-2-carbonitrile (300 mg, 1.32 mmol) in MeOH (6 ml) was added a solution of potassium hydroxide (1.48 g, 26.43 mmol) in water (4 ml). The mixture was refluxed for 3 hours. MeOH was removed in vacuo, the aqueous solution was neutralized with conc. HCl under cooling, and the mixture was extracted with ethyl acetate. The combined organic layers were washed with water and brine, dried, filtered and evaporated. The obtained product (276 mg, 85%) was use... Starting materials: CO, CN1C2CCCC1CC(=NO)C2, Cl, [H][H], [NH4+], [OH-], [Rh]. Yields the product CN1C2CCCC1CC(N)C2. RXN SMILES: [CH3:19][OH:20].[CH3:2][N:3]1[CH:4]2[CH2:5][C:6](=[N:12][OH:13])[CH2:7][CH:8]1[CH2:9][CH2:10][CH2:11]2.[ClH:1].[H:16][H:17].[NH4+:14].[OH-:15].[Rh:18]>>[CH3:2][N:3]1[CH:4]2[CH2:5][CH:6]([NH2:12])[CH2:7][CH:8]1[CH2:9][CH2:10][CH2:11]2. The reactants are COc1cccc(CCNC(C)=O)c1, Cc1ccccc1, O, O=P(Cl)(Cl)Cl. Product: COc1ccc2c(c1)CCN=C2C. Reaction SMILES: [C:1]([CH3:2])(=[O:3])[NH:4][CH2:5][CH2:6][c:7]1[cH:8][c:9]([O:13][CH3:14])[cH:10][cH:11][cH:12]1.[CH3:21][c:22]1[cH:23][cH:24][cH:25][cH:26][cH:27]1.[OH2:20].[P:15]([Cl:16])([Cl:17])([Cl:18])=[O:19]>>[C:1]1([CH3:2])=[N:4][CH2:5][CH2:6][c:7]2[cH:8][c:9]([O:13][CH3:14])[cH:10][cH:11][c:12]21. The solvent is C1CCOC1 (THF), C1CCOC1 (THF), C1CCOC1 (THF). Reactants: CC1=CC=C(C=C1)C(CC(=O)OCC)C1=CNC2=C(C=CC=C12)CSC (Ethyl 3-(4-methylphenyl)-3-{7-[(methylsulfanyl)methyl]-1H-indol-3-yl}propanoate), [H-].[Al+3].[Li+].[H-].[H-].[H-] (lithium aluminum hydride), Cl (hydrochloric acid). RXN SMILES: [CH3:1][C:2]1[CH:7]=[CH:6][C:5]([CH:8]([C:15]2[C:23]3[C:18](=[C:19]([CH2:24][S:25][CH3:26])[CH:20]=[CH:21][CH:22]=3)[NH:17][CH:16]=2)[CH2:9][C:10](OCC)=[O:11])=[CH:4][CH:3]=1.[H-].[Al+3].[Li+].[H-].[H-].[H-].Cl>C1COCC1>[CH3:1][C:2]1[CH:3]=[CH:4][C:5]([CH:8]([C:15]2[C:23]3[C:18](=[C:19]([CH2:24][S:25][CH3:26])[CH:20]=[CH:21][CH:22]=3)[NH:17][CH:16]=2)[CH2:9][CH2:10][OH:11])=[CH:6][CH:7]=1 |f:1.2.3.4.5.6|. Procedure details: A solution of 2.41 g (6.57 mmol) of the compound from Example 100A in 20 ml of THF was added dropwise to 23 ml (23.0 mmol) of a 1N lithium aluminum hydride solution in THF under argon in 80 ml of THF at RT. 1N hydrochloric acid was then added, the mixture was extracted with dichloromethane, and the organic phase was dried over magnesium sulfate, filtered and concentrated. The crude product was purified by preparative HPLC (RP18 column; mobile phase: acetonitrile/water gradient with addition of 0... The product is CC1=CC=C(C=C1)C(CCO)C1=CNC2=C(C=CC=C12)CSC (3-(4-Methylphenyl)-3-{7-[(methylsulfanyl)methyl]-1H-indol-3-yl}propan-1-ol). The reactants are C[C@@H]1CC[C@H](CC1)NC(C=CC1=CC(=C(C=C1)OCCCl)OC)=O (N-(trans-4-methylcyclohexyl)-4-(2-chloroethoxy)-3-methoxycinnamamide), C(C)C=1NC=CN1 (2-ethylimdazole), CC(=O)CC(C)C (methylisobutyketone). Yields the product C[C@@H]1CC[C@H](CC1)NC(C=CC1=CC(=C(C=C1)OCCC=1N(C=CN1)CC)OC)=O (N-(trans-4-methylcyclohexyl)-4-{2-[1-(2-ethyl)imidazolyl]ethoxy}-3-methoxycinnamamide). As a reaction SMILES: [CH3:1][C@H:2]1[CH2:7][CH2:6][C@H:5]([NH:8][C:9](=[O:24])[CH:10]=[CH:11][C:12]2[CH:17]=[CH:16][C:15]([O:18][CH2:19][CH2:20]Cl)=[C:14]([O:22][CH3:23])[CH:13]=2)[CH2:4][CH2:3]1.C([C:27]1[NH:28][CH:29]=[CH:30][N:31]=1)C.[CH3:32][C:33](CC(C)C)=O>>[CH3:1][C@H:2]1[CH2:7][CH2:6][C@H:5]([NH:8][C:9](=[O:24])[CH:10]=[CH:11][C:12]2[CH:17]=[CH:16][C:15]([O:18][CH2:19][CH2:20][C:27]3[N:31]([CH2:32][CH3:33])[CH:30]=[CH:29][N:28]=3)=[C:14]([O:22][CH3:23])[CH:13]=2)[CH2:4][CH2:3]1. Procedure: Using 1.9 g N-(trans-4-methylcyclohexyl)-4-(2-chloroethoxy)-3-methoxycinnamamide (Example 138), 2.7 g 2-ethylimdazole, and 50 ml of methylisobutyketone, a reaction similar to that conducted in Example 142 was carried out. As a result, 1.78 g of N-(trans-4-methylcyclohexyl)-4-{2-[1-(2-ethyl)imidazolyl]ethoxy}-3-methoxycinnamamide (a compound of the present invention) was obtained as white crystal, which had the following physiochemical properties: Reactants: COC1=CC=C(C#N)C=C1 (4-methoxybenzonitrile), dichlorobis(trimethylphosphine)nickel, CCCCCCCCCCCCC (tridecane), C1(=CC=CC=C1)[Mg]Cl (phenylmagnesium chloride), solution, [Cl-].C1(=CC=CC=C1)[Zn+] (phenylzinc chloride). The reagents and catalysts are [Cl-].[Zn+2].[Cl-] (zinc chloride). The solvent is C1CCOC1 (THF), C1CCOC1 (THF), C1CCOC1 (THF). Reaction conditions: time 30 minute. Product: C1(=CC=CC=C1)C1=CC=C(C=C1)OC (4-phenylanisole). Yield: 45.0%. As a reaction SMILES: [C:1]1([Mg]Cl)[CH:6]=[CH:5][CH:4]=[CH:3][CH:2]=1.[Cl-].C1([Zn+])C=CC=CC=1.[CH3:17][O:18][C:19]1[CH:26]=[CH:25][C:22](C#N)=[CH:21][CH:20]=1.CCCCCCCCCCCCC>C1COCC1.[Cl-].[Zn+2].[Cl-]>[C:1]1([C:22]2[CH:25]=[CH:26][C:19]([O:18][CH3:17])=[CH:20][CH:21]=2)[CH:6]=[CH:5][CH:4]=[CH:3][CH:2]=1 |f:1.2,6.7.8|. Procedure details: A solution of zinc chloride (0.48 g; 3.5 mmol) in THF (5 mL) was treated at 0° C. with phenylmagnesium chloride (2.1 mL of a 1.40M solution in THF; 3.0 mmol) and then stirred at room temperature for 30 min. The mixture of phenylzinc chloride thus obtained was then treated with a solution of 4-methoxybenzonitrile (0.27 g; 2.0 mmol), dichlorobis(trimethylphosphine)nickel (0.028 g; 5 mol %), and tridecane (0.18 g; 1.0 mmol; internal GC standard) in THF (2 mL) and heated at 60° C. for 8 h. A sample ...